This data is from the Open Reaction Database (ORD), a public repository of structured organic reaction records. The task is: describe an organic reaction: reactants, conditions, products, and yield The reactants are FC1(F)Oc2ccc(CBr)cc2O1, N#C[K], O. Yields the product N#CCc1ccc2c(c1)OC(F)(F)O2. RXN SMILES: [F:1][C:2]1([F:13])[O:3][c:4]2[c:5]([cH:7][cH:8][c:9]([CH2:11][Br:12])[cH:10]2)[O:6]1.[K:14][C:15]#[N:16].[OH2:17]>>[F:1][C:2]1([F:13])[O:3][c:4]2[c:5]([cH:7][cH:8][c:9]([CH2:11][C:15]#[N:16])[cH:10]2)[O:6]1. Reactants: [Br-], Brc1cc(Br)cc(Br)c1, CCCC[N+](CCCC)(CCCC)CCCC, CCOC(C)=O, [K+], C1CCOC1, [OH-], CCB(CC)c1cccnc1. The product is Brc1cc(Br)cc(-c2cccnc2)c1. As a reaction SMILES: [Br-:28].[Br:1][c:2]1[cH:3][c:4]([Br:9])[cH:5][c:6]([Br:8])[cH:7]1.[CH2:29]([N+:30]([CH2:31][CH2:32][CH2:33][CH3:34])([CH2:35][CH2:36][CH2:37][CH3:38])[CH2:39][CH2:40][CH2:41][CH3:42])[CH2:43][CH2:44][CH3:45].[CH3:46][CH2:47][O:48][C:49](=[O:50])[CH3:51].[K+:11].[O:23]1[CH2:24][CH2:25][CH2:26][CH2:27]1.[OH-:10].[n:12]1[cH:13][c:14]([B:18]([CH2:19][CH3:20])[CH2:21][CH3:22])[cH:15][cH:16][cH:17]1>>[c:2]1(-[c:14]2[cH:13][n:12][cH:17][cH:16][cH:15]2)[cH:3][c:4]([Br:9])[cH:5][c:6]([Br:8])[cH:7]1. The reactants are C1CCOC1, CO, CCOC(=O)Cc1ccc(OCc2ccc3ccccc3n2)c(Cl)c1, Cl, [Li+], [OH-], O, O. Product: O=C(O)Cc1ccc(OCc2ccc3ccccc3n2)c(Cl)c1. RXN SMILES: [CH2:33]1[O:34][CH2:35][CH2:36][CH2:37]1.[CH3:26][OH:27].[Cl:1][c:2]1[cH:3][c:4]([CH2:20][C:21](=[O:22])[O:23][CH2:24][CH3:25])[cH:5][cH:6][c:7]1[O:8][CH2:9][c:10]1[n:11][c:12]2[cH:13][cH:14][cH:15][cH:16][c:17]2[cH:18][cH:19]1.[ClH:31].[Li+:29].[OH-:28].[OH2:30].[OH2:32]>>[Cl:1][c:2]1[cH:3][c:4]([CH2:20][C:21](=[O:22])[OH:23])[cH:5][cH:6][c:7]1[O:8][CH2:9][c:10]1[n:11][c:12]2[cH:13][cH:14][cH:15][cH:16][c:17]2[cH:18][cH:19]1. The reactants are FC1=CC=C(C(=O)Cl)C=C1 (4-fluorobenzoyl chloride), C1(=C(C(=C(C(=C1F)F)F)N)F)N.Cl.Cl (dihydrochloride), FC1=CC=C(C(=O)Cl)C=C1 (4-fluorobenzoyl chloride), [OH-].[Na+] (sodium hydroxide), NCCN1CCC(CC1)[C@H]1O[C@H](C2=CC=C(C(=C2C1)OC)C)CNC=O ((1R,3S)-N-{3-[1-(2-amino-ethyl)-piperidin-4-yl]-5-methoxy-6-methyl-isochroman-1-ylmethyl}formamide), C(C(CO)(CO)N)O (trisamine). Run in C(Cl)(Cl)Cl (chloroform), C(Cl)(Cl)Cl (chloroform), ClCCl (dichloromethane). Reaction SMILES: C1(N)C(F)=C(F)C(F)=C(N)C=1F.Cl.Cl.[OH-].[Na+].[NH2:17][CH2:18][CH2:19][N:20]1[CH2:25][CH2:24][CH:23]([C@@H:26]2[CH2:35][C:34]3[C:29](=[CH:30][CH:31]=[C:32]([CH3:38])[C:33]=3[O:36][CH3:37])[C@H:28]([CH2:39][NH:40][CH:41]=[O:42])[O:27]2)[CH2:22][CH2:21]1.[F:43][C:44]1[CH:52]=[CH:51][C:47]([C:48](Cl)=[O:49])=[CH:46][CH:45]=1.C(O)C(N)(CO)CO>C(Cl)(Cl)Cl.ClCCl>[F:43][C:44]1[CH:52]=[CH:51][C:47]([C:48]([NH:17][CH2:18][CH2:19][N:20]2[CH2:25][CH2:24][CH:23]([C@@H:26]3[CH2:35][C:34]4[C:29](=[CH:30][CH:31]=[C:32]([CH3:38])[C:33]=4[O:36][CH3:37])[C@H:28]([CH2:39][NH:40][CH:41]=[O:42])[O:27]3)[CH2:22][CH2:21]2)=[O:49])=[CH:46][CH:45]=1 |f:0.1.2,3.4|. Run at time 6 hour. The product is FC1=CC=C(C(=O)NCCN2CCC(CC2)[C@H]2O[C@H](C3=CC=C(C(=C3C2)OC)C)CNC=O)C=C1 (4-Fluoro-N-{2-[4-((1R,3S)-1-formylaminomethyl-5-methoxy-6-methyl-isochroman-3-yl)-piperidin-1-yl]-ethyl}benzamide). Reported procedure: (1R,3S)-N-{3-[1-(2-Amino-ethyl)-piperidin-4-yl]-5-methoxy-6-methyl-isochroman-1-ylmethyl}formamide was obtained by distributing the dihydrochloride between aqueous sodium hydroxide and dichloromethane and then evaporating the organic phase. To a mixture of IRA-67 (1.2 g) and (1R,3S)-N-{3-[1-(2-amino-ethyl)-piperidin-4-yl]-5-methoxy-6-methyl-isochroman-1-ylmethyl}formamide (0.3 g, 0.69 mmole) add chloroform (12 mL) and 4-fluorobenzoyl chloride (0.310 g, 1.95 mmole) in chloroform (2 mL). After 24 ... Starting materials: CCO, CCOC(C)=O, [Na+], C1CCOC1, [OH-], Cc1cc(C)cc(C(=CC2CCCC2)c2cc3cccnc3n2S(=O)(=O)c2ccccc2)c1. Product: Cc1cc(C)cc(C(=CC2CCCC2)c2cc3cccnc3[nH]2)c1. Reaction SMILES: [CH3:36][CH2:37][OH:38].[CH3:44][CH2:45][O:46][C:47](=[O:48])[CH3:49].[Na+:35].[O:39]1[CH2:40][CH2:41][CH2:42][CH2:43]1.[OH-:34].[c:1]1([S:2](=[O:3])(=[O:4])[n:10]2[c:11]([C:19](=[CH:20][CH:21]3[CH2:22][CH2:23][CH2:24][CH2:25]3)[c:26]3[cH:27][c:28]([CH3:33])[cH:29][c:30]([CH3:32])[cH:31]3)[cH:12][c:13]3[c:14]2[n:15][cH:16][cH:17][cH:18]3)[cH:5][cH:6][cH:7][cH:8][cH:9]1>>[nH:10]1[c:11]([C:19](=[CH:20][CH:21]2[CH2:22][CH2:23][CH2:24][CH2:25]2)[c:26]2[cH:27][c:28]([CH3:33])[cH:29][c:30]([CH3:32])[cH:31]2)[cH:12][c:13]2[c:14]1[n:15][cH:16][cH:17][cH:18]2. The reactants are C(C)[Mg]Br (ethyl magnesium bromide), CC1(OCC(CO1)(C=O)CC)C (2,2-Dimethyl-5-ethyl-5-formyl-1,3-dioxane), [Cl-].[NH4+] (ammonium chloride). The solvent is O1CCCC1 (tetrahydrofuran). Reaction conditions: time 3 hour. Yields the product CC1(OCC(CO1)(C(CC)O)CC)C (2,2-Dimethyl-5-ethyl-5-(1-hydroxy propyl)-1,3-dioxane). As a reaction SMILES: [CH2:1]([Mg]Br)[CH3:2].[CH3:5][C:6]1([CH3:16])[O:11][CH2:10][C:9]([CH2:14][CH3:15])([CH:12]=[O:13])[CH2:8][O:7]1.[Cl-].[NH4+]>O1CCCC1>[CH3:5][C:6]1([CH3:16])[O:7][CH2:8][C:9]([CH2:14][CH3:15])([CH:12]([OH:13])[CH2:1][CH3:2])[CH2:10][O:11]1 |f:2.3|. Reported procedure: A solution of ethyl magnesium bromide (70 ml, 1.3M in tetrahydrofuran) was stirred at 0°, under nitrogen. 2,2-Dimethyl-5-ethyl-5-formyl-1,3-dioxane (10.3 g.) in dry tetrahydrofuran (20 ml.) was added and the mixture was stirred at room temperature for three hours. The mixture was then refluxed, with stirring, for one hour. Saturated aqueous ammonium chloride solution was added to the cooled reaction mixture. The aqueous mixture was extracted with ether. The ether extracts were washed with water,... Starting materials: CC1(CCC(C=2C=CC(=CC12)C#CC1=CC=C(C(=O)OCC)C=C1)=O)C (ethyl 4-[(5,6,7,8-tetrahydro-8,8-dimethyl-5-oxonaphth-2-yl)ethynyl]benzoate), CC1(CCC(C=2C=CC(=CC12)C#CC1=CC=C(C(=O)OCC)C=C1)=O)C (ethyl 4-[(5,6,7,8-tetrahydro-8,8-dimethyl-5-oxonaphth-2-yl)ethynyl]benzoate), C(#C)C=1C=C2C(CCC(C2=CC1)=C(CC)CC)(C)C (6-ethynyl-3,4-dihydro-1(2H)-(3-pentylidene)-4,4-dimethylnaphthalene), C(#C)C=1C=C2C(CCC(C2=CC1)=C(CC)CC)(C)C (6-ethynyl-3,4-dihydro-1(2H)-(3-pentylidene)-4,4-dimethylnaphthalene). Yields the product CC1(CCC(C=2C=CC(=CC12)C#CC1=CC=C(C(=O)OCC)C=C1)=C(CC)CC)C (Ethyl 4-[(7,8-dihydro-8,8-dimethyl-5(6H)-(3-pentylidene)naphth-2-yl)ethynyl]benzoate). RXN SMILES: [CH3:1][C:2]1([CH3:26])[C:11]2[CH:10]=[C:9]([C:12]#[C:13][C:14]3[CH:24]=[CH:23][C:17]([C:18]([O:20][CH2:21][CH3:22])=[O:19])=[CH:16][CH:15]=3)[CH:8]=[CH:7][C:6]=2[C:5](=O)[CH2:4][CH2:3]1.[C:27]([C:29]1C=C2C(=[CH:37][CH:38]=1)C(=C(CC)CC)CCC2(C)C)#[CH:28]>>[CH3:26][C:2]1([CH3:1])[C:11]2[CH:10]=[C:9]([C:12]#[C:13][C:14]3[CH:24]=[CH:23][C:17]([C:18]([O:20][CH2:21][CH3:22])=[O:19])=[CH:16][CH:15]=3)[CH:8]=[CH:7][C:6]=2[C:5](=[C:29]([CH2:38][CH3:37])[CH2:27][CH3:28])[CH2:4][CH2:3]1. Procedure details: Employing the same general procedure as for the preparation of ethyl 4-[(5,6,7,8-tetrahydro-8,8-dimethyl-5-oxonaphth-2-yl)ethynyl]benzoate (Compound 1), 143 mg (0.57 mmol) of 6-ethynyl-3,4-dihydro-1(2H)-(3-pentylidene)-4,4-dimethylnaphthalene (Compound W) was converted into the title compound using 142 mg (0.51 mmol) of ethyl 4-iodobenzoate, 36 mg (0.19 mmol) of cuprous iodide and 130 mg (0.19 mmol) of bis(triphenylphosphine)palladium(II) chloride. Reactants: C(CCCCCCCCCCC)C=1N=NN(N1)C(C(=O)OCC)C(C)C (ethyl (±)-5-dodecyl-α-(1-methylethyl)-2H-tetrazole-2-acetate), C(CCCCCCCCC)C=1N=NN(N1)C(C(=O)OCC)C1=CC=CC=C1 (ethyl (±)-5-decyl-α-phenyl-2H-tetrazole-2-acetate). The product is C(CCCCCCCCCCC)C=1N=NN(N1)C(C(=O)O)C(C)C (5-dodecyl-α-(1-methylethyl)-2H-tetrazole-2-acetic acid). Reaction SMILES: [CH2:1]([C:13]1[N:14]=[N:15][N:16]([CH:18]([CH:24]([CH3:26])[CH3:25])[C:19]([O:21]CC)=[O:20])[N:17]=1)[CH2:2][CH2:3][CH2:4][CH2:5][CH2:6][CH2:7][CH2:8][CH2:9][CH2:10][CH2:11][CH3:12].C(C1N=NN(C(C2C=CC=CC=2)C(OCC)=O)N=1)CCCCCCCCC>>[CH2:1]([C:13]1[N:14]=[N:15][N:16]([CH:18]([CH:24]([CH3:25])[CH3:26])[C:19]([OH:21])=[O:20])[N:17]=1)[CH2:2][CH2:3][CH2:4][CH2:5][CH2:6][CH2:7][CH2:8][CH2:9][CH2:10][CH2:11][CH3:12]. Procedure: When in the general procedure of Example 79 an appropriate amount of ethyl (±)-5-dodecyl-α-(1-methylethyl)-2H-tetrazole-2-acetate was substituted for ethyl (±)-5-decyl-α-phenyl-2H-tetrazole-2-acetate, the title compound was obtained, mp 39°-42° C. Reactants: CCOC(=O)C(=O)Nc1cccc(OCc2ccccc2)c1C(N)=O, [H][H]. The product is CCOC(=O)C(=O)Nc1cccc(O)c1C(N)=O. As a reaction SMILES: [CH2:1]([CH3:2])[O:3][C:4]([C:5](=[O:6])[NH:7][c:8]1[c:9]([C:22](=[O:23])[NH2:24])[c:10]([O:14][CH2:15][c:16]2[cH:17][cH:18][cH:19][cH:20][cH:21]2)[cH:11][cH:12][cH:13]1)=[O:25].[H:26][H:27]>>[CH2:1]([CH3:2])[O:3][C:4]([C:5](=[O:6])[NH:7][c:8]1[c:9]([C:22](=[O:23])[NH2:24])[c:10]([OH:14])[cH:11][cH:12][cH:13]1)=[O:25].